From a dataset of the Open Reaction Database (ORD), a public repository of structured organic reaction records. describe an organic reaction: reactants, conditions, products, and yield Reactants: CC(C)(C)O, CCOC(=O)c1ccc2c(C=O)c(C(C)C)n(Cc3ccccc3)c2c1, CC=C(C)C, CC#N, [O-][Cl+][O-], [Na+], O. The product is CCOC(=O)c1ccc2c(C(=O)O)c(C(C)C)n(Cc3ccccc3)c2c1. Reaction SMILES: [C:36]([OH:37])([CH3:38])([CH3:39])[CH3:40].[CH2:1]([CH3:2])[O:3][C:4](=[O:5])[c:6]1[cH:7][cH:8][c:9]2[c:10]([CH:25]=[O:26])[c:11]([CH:22]([CH3:23])[CH3:24])[n:12]([CH2:15][c:16]3[cH:17][cH:18][cH:19][cH:20][cH:21]3)[c:13]2[cH:14]1.[CH3:27][C:28](=[CH:29][CH3:30])[CH3:31].[CH3:41][C:42]#[N:43].[Cl+:32]([O-:33])[O-:34].[Na+:35].[OH2:44]>>[CH2:1]([CH3:2])[O:3][C:4](=[O:5])[c:6]1[cH:7][cH:8][c:9]2[c:10]([C:25](=[O:26])[OH:33])[c:11]([CH:22]([CH3:23])[CH3:24])[n:12]([CH2:15][c:16]3[cH:17][cH:18][cH:19][cH:20][cH:21]3)[c:13]2[cH:14]1. Reactants: CC(C)(C)OC(=O)c1ccccc1-c1ccc(CBr)c(F)c1, O=C([O-])[O-], CCOc1nc(Cl)c(C=O)[nH]1, [K+], [K+], CN(C)C=O. Yields the product CCOc1nc(Cl)c(C=O)n1Cc1ccc(-c2ccccc2C(=O)OC(C)(C)C)cc1F. As a reaction SMILES: [C:12]([CH3:13])([CH3:14])([CH3:15])[O:16][C:17](=[O:18])[c:19]1[c:20](-[c:25]2[cH:26][c:27]([F:33])[c:28]([CH2:31][Br:32])[cH:29][cH:30]2)[cH:21][cH:22][cH:23][cH:24]1.[C:34](=[O:35])([O-:36])[O-:37].[Cl:1][c:2]1[n:3][c:4]([O:9][CH2:10][CH3:11])[nH:5][c:6]1[CH:7]=[O:8].[K+:38].[K+:39].[O:40]=[CH:41][N:42]([CH3:43])[CH3:44]>>[Cl:1][c:2]1[n:3][c:4]([O:9][CH2:10][CH3:11])[n:5]([CH2:31][c:28]2[c:27]([F:33])[cH:26][c:25](-[c:20]3[c:19]([C:17]([O:16][C:12]([CH3:13])([CH3:14])[CH3:15])=[O:18])[cH:24][cH:23][cH:22][cH:21]3)[cH:30][cH:29]2)[c:6]1[CH:7]=[O:8]. Reactants: BrC1=CC(=NC2=C3N=C(C=C(C3=CC=C12)Br)C)C (4,7-dibromo-2,9-dimethyl-1,10-phenanthroline), C(CCCCC)C1=CC=C(C=C1)B(O)O (p-hexylphenylboronic acid). Yields the product CC1=NC2=C3N=C(C=C(C3=CC=C2C(=C1)C1=CC=C(C=C1)CCCCCC)C1=CC=C(C=C1)CCCCCC)C (2,9-dimethyl-4,7-di-(p-hexylphenyl)-1,10-phenanthroline). Reaction SMILES: Br[C:2]1[C:15]2[C:6](=[C:7]3[C:12](=[CH:13][CH:14]=2)[C:11](Br)=[CH:10][C:9]([CH3:17])=[N:8]3)[N:5]=[C:4]([CH3:18])[CH:3]=1.[CH2:19]([C:25]1[CH:30]=[CH:29][C:28](B(O)O)=[CH:27][CH:26]=1)[CH2:20][CH2:21][CH2:22][CH2:23][CH3:24]>>[CH3:17][C:9]1[CH:10]=[C:11]([C:28]2[CH:29]=[CH:30][C:25]([CH2:19][CH2:20][CH2:21][CH2:22][CH2:23][CH3:24])=[CH:26][CH:27]=2)[C:12]2[C:7](=[C:6]3[C:15](=[CH:14][CH:13]=2)[C:2]([C:28]2[CH:27]=[CH:26][C:25]([CH2:19][CH2:20][CH2:21][CH2:22][CH2:23][CH3:24])=[CH:30][CH:29]=2)=[CH:3][C:4]([CH3:18])=[N:5]3)[N:8]=1. Procedure details: Starting with 4,7-dibromo-2,9-dimethyl-1,10-phenanthroline, Phen8, (M. Schmittel, H. Ammon Eur. J. Org. Chem. 1998, 785) and the p-hexylphenylboronic acid (commercially available), the ligand Phen9 is synthesized by a Suzuki-coupling. Starting materials: ClC(C1=CC=CC=C1)(C(F)(F)F)N(CCCO)CC(C1=CC=CC=C1)C1=CC=CC=C1 (3-[(Chloro-trifluoromethyl-benzyl)-diphenylethyl-amino]-propan-1-ol), OC1=CC=C(C=O)C=C1 (4-Hydroxy-benzaldehyde), CC(C)OC(=O)/N=N/C(=O)OC(C)C (DIAD), C1=CC=C(C=C1)P(C2=CC=CC=C2)C3=CC=CC=C3 (PPh3). Run in C1(=CC=CC=C1)C (toluene). Product: ClC(C1=CC=CC=C1)(C(F)(F)F)N(CCCOC1=CC=C(C=O)C=C1)CC(C1=CC=CC=C1)C1=CC=CC=C1 (4-{3-[(Chloro-trifluoromethyl-benzyl)-diphenylethyl-amino]-propoxy}-benzaldehyde). Yield: 43.0%. Reaction SMILES: [Cl:1][C:2]([N:13]([CH2:18][CH:19]([C:26]1[CH:31]=[CH:30][CH:29]=[CH:28][CH:27]=1)[C:20]1[CH:25]=[CH:24][CH:23]=[CH:22][CH:21]=1)[CH2:14][CH2:15][CH2:16][OH:17])([C:9]([F:12])([F:11])[F:10])[C:3]1[CH:8]=[CH:7][CH:6]=[CH:5][CH:4]=1.O[C:33]1[CH:40]=[CH:39][C:36]([CH:37]=[O:38])=[CH:35][CH:34]=1.C1C=CC(P(C2C=CC=CC=2)C2C=CC=CC=2)=CC=1.CC(OC(/N=N/C(OC(C)C)=O)=O)C>C1(C)C=CC=CC=1>[Cl:1][C:2]([N:13]([CH2:18][CH:19]([C:20]1[CH:21]=[CH:22][CH:23]=[CH:24][CH:25]=1)[C:26]1[CH:27]=[CH:28][CH:29]=[CH:30][CH:31]=1)[CH2:14][CH2:15][CH2:16][O:17][C:33]1[CH:40]=[CH:39][C:36]([CH:37]=[O:38])=[CH:35][CH:34]=1)([C:9]([F:11])([F:12])[F:10])[C:3]1[CH:4]=[CH:5][CH:6]=[CH:7][CH:8]=1. Procedure: To a solution of 3-[(Chloro-trifluoromethyl-benzyl)-diphenylethyl-amino]-propan-1-ol (0.500 g, 1.12 mmol) in toluene (4 ml) at ambient temperature was added 4-Hydroxy-benzaldehyde (0.213 g, 1.74 mmol) under Argon with stirring. The mixture was treated with polymer bound PPh3 (0.594 g, 1.782 mmol). After 15 minutes of stirring, the mixture was treated with DIAD (0.273 mL, 1.387 mmol) and was stirred at ambient temperature overnight. The reaction mixture was filtered then concentrated, in-vacuo, t... The reactants are C(C)(C)(C)OC(=O)N1C(CCCC1)CCNC1CC2=CC=CC=C2C1 (2-[2-((Indan-2-yl)amino)ethyl]piperidine-1-carboxylic acid tert-butyl ester), BrC1=NC=CC=N1 (2-bromo-pyrimidine), CC(C)(C)[O-].[Na+] (NaOtBu), super base. The reagents and catalysts are C=1C=CC(=CC1)/C=C/C(=O)/C=C/C2=CC=CC=C2.C=1C=CC(=CC1)/C=C/C(=O)/C=C/C2=CC=CC=C2.C=1C=CC(=CC1)/C=C/C(=O)/C=C/C2=CC=CC=C2.[Pd].[Pd] (Pd2(dba)3). The solvent is C1(=CC=CC=C1)C (toluene). The product is C(C)(C)(C)OC(=O)N1C(CCCC1)CCN(C1=NC=CC=N1)C1CC2=CC=CC=C2C1 (2-[2-((Indan-2-yl)(pyrimidin-2-yl)amino)ethyl]piperidine-1-carboxylic acid tert-butyl ester). As a reaction SMILES: [C:1]([O:5][C:6]([N:8]1[CH2:13][CH2:12][CH2:11][CH2:10][CH:9]1[CH2:14][CH2:15][NH:16][CH:17]1[CH2:25][C:24]2[C:19](=[CH:20][CH:21]=[CH:22][CH:23]=2)[CH2:18]1)=[O:7])([CH3:4])([CH3:3])[CH3:2].Br[C:27]1[N:32]=[CH:31][CH:30]=[CH:29][N:28]=1.CC([O-])(C)C.[Na+]>C1(C)C=CC=CC=1.C1C=CC(/C=C/C(/C=C/C2C=CC=CC=2)=O)=CC=1.C1C=CC(/C=C/C(/C=C/C2C=CC=CC=2)=O)=CC=1.C1C=CC(/C=C/C(/C=C/C2C=CC=CC=2)=O)=CC=1.[Pd].[Pd]>[C:1]([O:5][C:6]([N:8]1[CH2:13][CH2:12][CH2:11][CH2:10][CH:9]1[CH2:14][CH2:15][N:16]([CH:17]1[CH2:18][C:19]2[C:24](=[CH:23][CH:22]=[CH:21][CH:20]=2)[CH2:25]1)[C:27]1[N:32]=[CH:31][CH:30]=[CH:29][N:28]=1)=[O:7])([CH3:4])([CH3:2])[CH3:3] |f:2.3,5.6.7.8.9|. Procedure details: To a stirred solution of compound 44 (1.2 g, 3.48 mmol) in dry toluene (35 mL) were added 2-bromo-pyrimidine (0.55 g, 3.48 mmol) and NaOtBu (0.47 g, 4.88 mmol) and the solution was purged with argon for 30 minutes. Pd2(dba)3 (0.159 g, 0.17 mmol) and Verkade's super base (0.24 g, 0.70 mmol) were then added and the solution refluxed overnight. The reaction mixture was filtered through Celite®reagent and washed with ethyl acetate. The filtrate was washed with water and brine solution, dried over an... The reactants are Cc1cc(C)c(-c2cccc3c(Cl)cc(C)nc23)c(C)c1, OC1CCOC1. As a reaction SMILES: [Cl:7][c:8]1[cH:9][c:10]([CH3:27])[n:11][c:12]2[c:13](-[c:18]3[c:19]([CH3:26])[cH:20][c:21]([CH3:25])[cH:22][c:23]3[CH3:24])[cH:14][cH:15][cH:16][c:17]12.[OH:1][CH:2]1[CH2:3][O:4][CH2:5][CH2:6]1>>[O:1]([CH:2]1[CH2:3][O:4][CH2:5][CH2:6]1)[c:8]1[cH:9][c:10]([CH3:27])[n:11][c:12]2[c:13](-[c:18]3[c:19]([CH3:26])[cH:20][c:21]([CH3:25])[cH:22][c:23]3[CH3:24])[cH:14][cH:15][cH:16][c:17]12. The product is Cc1cc(C)c(-c2cccc3c(OC4CCOC4)cc(C)nc23)c(C)c1. Reactants: COc1cccc(OC)c1C=O, CC(O)C(N)=O. Yields the product COc1cccc(OC)c1C1NC(=O)C(C)O1. As a reaction SMILES: [CH3:1][O:2][c:3]1[c:4]([CH:5]=[O:6])[c:7]([O:11][CH3:12])[cH:8][cH:9][cH:10]1.[OH:13][CH:14]([C:15](=[O:16])[NH2:17])[CH3:18]>>[CH3:1][O:2][c:3]1[c:4]([CH:5]2[O:6][CH:14]([CH3:18])[C:15](=[O:16])[NH:17]2)[c:7]([O:11][CH3:12])[cH:8][cH:9][cH:10]1. As a reaction SMILES: [CH2:1]([OH:77])[C@H:2]1[O:7][C@@H:6]2[O:8][C@H:9]3[C@H:14]([OH:15])[C@@H:13]([OH:16])[C@@H:12]([O:17][C@H:18]4[C@H:23]([OH:24])[C@@H:22]([OH:25])[C@@H:21]([O:26][C@H:27]5[C@H:32]([OH:33])[C@@H:31]([OH:34])[C@@H:30]([O:35][C@H:36]6[C@H:41]([OH:42])[C@@H:40]([OH:43])[C@@H:39]([O:44][C@H:45]7[C@H:50]([OH:51])[C@@H:49]([OH:52])[C@@H:48]([O:53][C@H:54]8[C@H:60]([OH:61])[C@@H:59]([OH:62])[C@@H:57]([O:58][C@H:3]1[C@H:4]([OH:76])[C@H:5]2[OH:75])[O:56][C@@H:55]8[CH2:63][OH:64])[O:47][C@@H:46]7[CH2:65][OH:66])[O:38][C@@H:37]6[CH2:67][OH:68])[O:29][C@@H:28]5[CH2:69][OH:70])[O:20][C@@H:19]4[CH2:71][OH:72])[O:11][C@@H:10]3[CH2:73][OH:74].[CH3:78][CH:79]([CH2:81][C:82]([OH:86])([C:84]#[CH:85])[CH3:83])[CH3:80]>O>[CH2:67]([OH:68])[C@H:37]1[O:38][C@@H:39]2[O:44][C@H:45]3[C@H:50]([OH:51])[C@@H:49]([OH:52])[C@@H:48]([O:53][C@H:54]4[C@H:60]([OH:61])[C@@H:59]([OH:62])[C@@H:57]([O:58][C@H:3]5[C@H:4]([OH:76])[C@@H:5]([OH:75])[C@@H:6]([O:8][C@H:9]6[C@H:14]([OH:15])[C@@H:13]([OH:16])[C@@H:12]([O:17][C@H:18]7[C@H:23]([OH:24])[C@@H:22]([OH:25])[C@@H:21]([O:26][C@H:27]8[C@H:32]([OH:33])[C@@H:31]([OH:34])[C@@H:30]([O:35][C@H:36]1[C@H:41]([OH:42])[C@H:40]2[OH:43])[O:29][C@@H:28]8[CH2:69][OH:70])[O:20][C@@H:19]7[CH2:71][OH:72])[O:11][C@@H:10]6[CH2:73][OH:74])[O:7][C@@H:2]5[CH2:1][OH:77])[O:56][C@@H:55]4[CH2:63][OH:64])[O:47][C@@H:46]3[CH2:65][OH:66].[CH3:78][CH:79]([CH2:81][C:82]([OH:86])([C:84]#[CH:85])[CH3:83])[CH3:80] |f:3.4|. Yields the product C([C@@H]1[C@@H]2[C@@H]([C@H]([C@H](O1)O[C@@H]3[C@H](O[C@@H]([C@@H]([C@H]3O)O)O[C@@H]4[C@H](O[C@@H]([C@@H]([C@H]4O)O)O[C@@H]5[C@H](O[C@@H]([C@@H]([C@H]5O)O)O[C@@H]6[C@H](O[C@@H]([C@@H]([C@H]6O)O)O[C@@H]7[C@H](O[C@@H]([C@@H]([C@H]7O)O)O[C@@H]8[C@H](O[C@H](O2)[C@@H]([C@H]8O)O)CO)CO)CO)CO)CO)CO)O)O)O.CC(C)CC(C)(C#C)O (β-CD Surfynol). The solvent is O (water). Starting materials: C([C@@H]1[C@@H]2[C@@H]([C@H]([C@H](O1)O[C@@H]3[C@H](O[C@@H]([C@@H]([C@H]3O)O)O[C@@H]4[C@H](O[C@@H]([C@@H]([C@H]4O)O)O[C@@H]5[C@H](O[C@@H]([C@@H]([C@H]5O)O)O[C@@H]6[C@H](O[C@@H]([C@@H]([C@H]6O)O)O[C@@H]7[C@H](O[C@@H]([C@@H]([C@H]7O)O)O[C@@H]8[C@H](O[C@H](O2)[C@@H]([C@H]8O)O)CO)CO)CO)CO)CO)CO)O)O)O (β-cyclodextrin), stainless steel, CC(C)CC(C)(C#C)O (Surfynol). Procedure: A mobile slurry is prepared by mixing about 410 g β-cyclodextrin and about 330 g deionized water (distilled water can be used) at about 25° C. in a stainless steel mixing bowl of a KitchenAid mixer using the flat beater mixing attachment. Mixing is continued while about 73 g of Perfume A is added rapidly. The low viscosity slurry immediately begins to thicken and becomes a stiff paste within a minute. Mixing is continued while 187 g of Surfynol 465 (supplied by Air Products) at about 25° C. is s... Yields the product COc1ccc(CCl)cn1. Reactants: COc1ccc(CO)cn1, ClCCl, O=S(Cl)Cl. RXN SMILES: [CH3:5][O:6][c:7]1[cH:8][cH:9][c:10]([CH2:13][OH:14])[cH:11][n:12]1.[Cl:15][CH2:16][Cl:17].[S:1]([Cl:2])([Cl:3])=[O:4]>>[Cl:3][CH2:13][c:10]1[cH:9][cH:8][c:7]([O:6][CH3:5])[n:12][cH:11]1.